This data is from the Open Reaction Database (ORD), a public repository of structured organic reaction records. The task is: describe an organic reaction: reactants, conditions, products, and yield Starting materials: ClC1=CC=C(C=C1)C=1OC=2C(N1)=C(C=CC2)C(=O)O (2-(4-chlorophenyl)benzoxazole-4-carboxylic acid), Cl.Cl.NC1CC2CCCC(C1)N2C (3-amino-9-methyl-9-azabicyclo[3.3.1]nonane dihydrochloride). Yields the product CN1C2CC(CC1CCC2)NC(=O)C=2C=CC=C1C2N=C(O1)C1=CC=C(C=C1)Cl (N-(9-Methyl-9-azabicyclo[3.3.1]non-3-yl)-2-(4-chlorophenyl)benzoxazole-4-carboxamide). Yield: 16.0%. Reaction SMILES: [Cl:1][C:2]1[CH:7]=[CH:6][C:5]([C:8]2[O:9][C:10]3[C:11](=[C:13]([C:17]([OH:19])=O)[CH:14]=[CH:15][CH:16]=3)[N:12]=2)=[CH:4][CH:3]=1.Cl.Cl.[NH2:22][CH:23]1[CH2:30][CH:29]2[N:31]([CH3:32])[CH:25]([CH2:26][CH2:27][CH2:28]2)[CH2:24]1>>[CH3:32][N:31]1[CH:25]2[CH2:26][CH2:27][CH2:28][CH:29]1[CH2:30][CH:23]([NH:22][C:17]([C:13]1[CH:14]=[CH:15][CH:16]=[C:10]3[O:9][C:8]([C:5]4[CH:4]=[CH:3][C:2]([Cl:1])=[CH:7][CH:6]=4)=[N:12][C:11]=13)=[O:19])[CH2:24]2 |f:1.2.3|. Procedure details: N-(9-Methyl-9-azabicyclo[3.3.1]non-3-yl)-2-(4-chlorophenyl)benzoxazole-4-carboxamide was prepared from 2-(4-chlorophenyl)benzoxazole-4-carboxylic acid and 3-amino-9-methyl-9-azabicyclo[3.3.1]nonane dihydrochloride using the method outlined in Step C of Example 14. This compound was obtained in 16% yield as a white solid: mp 185-187° C.; 1H NMR (500 MHz, DMSO-d6) δ 8.72 (d, J=7.7 Hz, 1H), 8.27 (d, J=8.5 Hz, 2H), 7.99 (d, J=8.1 Hz, 1H), 7.98 (d, J=8.1 Hz, 1H), 7.76 (d, J=8.5 Hz, 2H), 7.56 (t, J=8.... Procedure details: 10-[(2RS)-1-(1-Pyrrolidinyl)-2-propyl]-2-phenothiazinecarbonitrile hydrochloride (3.72 g) is added to a solution of potassium hydroxide (1.7 g) in glycol (20 cc), and the mixture is stirred for 5 hours under reflux. After cooling, the yellow solution obtained is traeted with a 3N ethereal solution (10 cc) of hydrochloric acid, and diluted with acetone (100 cc) and ethyl ether (100 cc) and then filtered. The yellow filtrate, after priming, gives rise to the crystallization of a product, which is ... The reactants are Cl (hydrochloric acid), CC(=O)C (acetone), Cl.N1(CCCC1)CC(C)N1C2=CC=CC=C2SC=2C=CC(=CC12)C#N (10-[(2RS)-1-(1-Pyrrolidinyl)-2-propyl]-2-phenothiazinecarbonitrile hydrochloride), [OH-].[K+] (potassium hydroxide), ethereal solution. Reaction SMILES: [ClH:1].[N:2]1([CH2:7][CH:8]([N:10]2[C:23]3[CH:22]=C(C#N)[CH:20]=[CH:19][C:18]=3[S:17][C:16]3[C:11]2=[CH:12][CH:13]=[CH:14][CH:15]=3)[CH3:9])[CH2:6][CH2:5][CH2:4][CH2:3]1.[OH-:26].[K+].Cl.C[C:30]([CH3:32])=[O:31]>C(OCC)C>[ClH:1].[N:2]1([CH2:7][CH:8]([N:10]2[C:23]3[CH:22]=[C:32]([C:30]([OH:26])=[O:31])[CH:20]=[CH:19][C:18]=3[S:17][C:16]3[C:11]2=[CH:12][CH:13]=[CH:14][CH:15]=3)[CH3:9])[CH2:6][CH2:5][CH2:4][CH2:3]1 |f:0.1,2.3,7.8|. Run in C(C)OCC (ethyl ether), glycol. Product: Cl.N1(CCCC1)CC(C)N1C2=CC=CC=C2SC=2C=CC(=CC12)C(=O)O (10-[(2RS)-1-(1-Pyrrolidinyl)-2-propyl]-2-phenothiazinecarboxylic acid hydrochloride). Reaction conditions: time 5 hour. Starting materials: S(C)(=O)(=O)[O-] (mesylate), CS(=O)(=O)OCCN1C2=C(C3=CC=CC=C13)C(=NC(=N2)N2CCCC2)N2CCCC2 (9-[2-(Methanesulfonyloxy)ethyl]-2,4-di-1-pyrrolidinyl-9H-pyrimido[4,5-b]indole), [C-]#N.[Na+] (sodium cyanide), CS(=O)C (DMSO). Run in C(C)N(CC)CC (triethylamine), O (water), O (water). Product: N1(CCCC1)C=1N=C(C2=C(NC3=CC=CC=C23)N1)N1CCCC1 (2,4-di-1-pyrrolidinyl-9H-pyrimido[4,5-b]indole). As a reaction SMILES: CS(OCC[N:8]1[C:16]2[C:11](=[CH:12][CH:13]=[CH:14][CH:15]=2)[C:10]2[C:17]([N:26]3[CH2:30][CH2:29][CH2:28][CH2:27]3)=[N:18][C:19]([N:21]3[CH2:25][CH2:24][CH2:23][CH2:22]3)=[N:20][C:9]1=2)(=O)=O.[C-]#N.[Na+].CS(C)=O.S([O-])(=O)(=O)C>O.C(N(CC)CC)C>[N:21]1([C:19]2[N:18]=[C:17]([N:26]3[CH2:27][CH2:28][CH2:29][CH2:30]3)[C:10]3[C:11]4[C:16](=[CH:15][CH:14]=[CH:13][CH:12]=4)[NH:8][C:9]=3[N:20]=2)[CH2:25][CH2:24][CH2:23][CH2:22]1 |f:1.2|. Procedure: A stirred mixture of 9-[2-(methanesulfonyloxy)ethyl]-2,4-di-1-pyrrolidinyl-9H-pyrimido[4,5-b]indole (II, EXAMPLE 1 and WO/9626941-A1, 165 g), sodium cyanide (180 g), water (360 mL) and DMSO (3000 mL) are heated at 100° for 18 hr. It is important that the starting mesylate contain traces of triethylamine either left over from its preparation, or added intentionally. The mixture is cooled to 20-25°, diluted with water (approximately 6,000 mL) and filtered. The solid is washed with water to remove ... Reactants: FC(C=1C=C(C=CC1)O)(F)F (3-trifluoromethyl-phenol), C1=CC(=CC=C1S(=O)(=O)C2=CC=C(C=C2)Cl)Cl (4,4'-dichlorodiphenyl sulfone), C(=O)([O-])[O-].[K+].[K+] (K2CO3), CN(C)C=O (DMF), diamond. The solvent is CCOCC (ether), O (water). Product: FC(C=1C=C(OC2=CC=C(C=C2)S(=O)(=O)C2=CC=C(C=C2)OC2=CC(=CC=C2)C(F)(F)F)C=CC1)(F)F (bis[4-(3-trifluoromethylphenoxy)phenyl] sulfone). As a reaction SMILES: [F:1][C:2]([F:11])([F:10])[C:3]1[CH:4]=[C:5]([OH:9])[CH:6]=[CH:7][CH:8]=1.[CH:12]1[C:17]([S:18]([C:21]2[CH:26]=[CH:25][C:24](Cl)=[CH:23][CH:22]=2)(=[O:20])=[O:19])=[CH:16][CH:15]=[C:14](Cl)[CH:13]=1.[C:29]([O-:32])([O-])=O.[K+].[K+].CN(C=O)C>O.CCOCC>[F:1][C:2]([F:10])([F:11])[C:3]1[CH:4]=[C:5]([CH:6]=[CH:7][CH:8]=1)[O:9][C:14]1[CH:15]=[CH:16][C:17]([S:18]([C:21]2[CH:26]=[CH:25][C:24]([O:32][C:29]3[CH:6]=[CH:7][CH:8]=[C:3]([C:2]([F:11])([F:10])[F:1])[CH:4]=3)=[CH:23][CH:22]=2)(=[O:20])=[O:19])=[CH:12][CH:13]=1 |f:2.3.4|. Procedure: All apparatus is rigorously dried and flushed with nitrogen before use. The reaction is performed in a 250 mL 3-necked flask equipped with a mechanical stirrer, a reflux condenser topped with a nitrogen inlet tube, and a stopper. The flask is charged with 3-trifluoromethyl-phenol (11.29 g, 69.7 mmol), 4,4'-dichlorodiphenyl sulfone (10.00 g, 34.8 mmol), K2CO3 (15.00 g, 109 mmol) and DMF (125 mL). The reacting mixture is stirred and heated at reflux for 12 hours. The mixture is analyzed by gas chr... Starting materials: C(C)(=O)O (acetic acid), ice water, S1C=C(C=C1)C1=NN=NN1CC(=O)O ([5-(3-thienyl)tetrazol-1-yl]acetic acid), C(CCCCO)O (1,5-pentanediol), C1(CCCCC1)N=C=NC1CCCCC1 (dicyclohexylcarbodiimide). Solvent: CN(C=O)C (N,N-dimethylformamide). Run at time 30 minute. Yields the product OCCCCCOC(CN1N=NN=C1C1=CSC=C1)=O ([5-(3-thienyl)tetrazol-1-yl]acetic acid 5-hydroxypentyl ester). The yield is 47.5%. Reaction SMILES: [S:1]1[CH:5]=[CH:4][C:3]([C:6]2[N:10]([CH2:11][C:12]([OH:14])=[O:13])[N:9]=[N:8][N:7]=2)=[CH:2]1.[CH2:15](O)[CH2:16][CH2:17][CH2:18][CH2:19][OH:20].C1(N=C=NC2CCCCC2)CCCCC1.C(O)(=O)C>CN(C)C=O>[OH:20][CH2:19][CH2:18][CH2:17][CH2:16][CH2:15][O:13][C:12](=[O:14])[CH2:11][N:10]1[C:6]([C:3]2[CH:4]=[CH:5][S:1][CH:2]=2)=[N:7][N:8]=[N:9]1. Procedure: To a solution of 1 g (4.76 mM) of [5-(3-thienyl)tetrazol-1-yl]acetic acid and 590 mg (5.71 mM) of 1,5-pentanediol in 10 ml of N,N-dimethylformamide was added 1.08 g (5.23 mM) of dicyclohexylcarbodiimide at room temperature. After the mixture was stirred at room temperature for 30 min, a small amount of acetic acid was added to the mixture and then was stirred for 30 min. The mixture was poured into ice-water. The precipitated crystal was filtered off and washed with water. The filtrate was extra... The reactants are IC1=C2CCN3C(C2=CC=C1)=CC(=NCC3=O)C3=CC(=CC=C3)OC (9-iodo-2-(3-methoxyphenyl)-7,8-dihydro-[1,4]diazepino[7,1-a]isoquinolin-5(4H)-one), N1CCOCC1 (morpholine), C(=O)([O-])[O-].[Cs+].[Cs+] (Cs2CO3). The reagents and catalysts are CC(=O)[O-].CC(=O)[O-].[Pd+2] (Pd(OAc)2), C=1C=CC(=CC1)P(C=2C=CC=CC2)C3=CC=C4C=CC=CC4=C3C5=C6C=CC=CC6=CC=C5P(C=7C=CC=CC7)C=8C=CC=CC8 (BINAP). Solvent: C1(=CC=CC=C1)C (toluene), C1(=CC=CC=C1)C (toluene). Conditions: time 5 minute. Product: COC=1C=C(C=CC1)C1=NCC(N2C(C3=CC=CC(=C3CC2)N2CCOCC2)=C1)=O (2-(3-methoxyphenyl)-9-morpholino-7,8-dihydro-[1,4]diazepino[7,1-a]isoquinolin-5(4H)-one). Yield: 60.5%. RXN SMILES: I[C:2]1[CH:11]=[CH:10][CH:9]=[C:8]2[C:3]=1[CH2:4][CH2:5][N:6]1[C:16](=[O:17])[CH2:15][N:14]=[C:13]([C:18]3[CH:23]=[CH:22][CH:21]=[C:20]([O:24][CH3:25])[CH:19]=3)[CH:12]=[C:7]12.[NH:26]1[CH2:31][CH2:30][O:29][CH2:28][CH2:27]1.C([O-])([O-])=O.[Cs+].[Cs+]>C1(C)C=CC=CC=1.CC([O-])=O.CC([O-])=O.[Pd+2].C1C=CC(P(C2C(C3C(P(C4C=CC=CC=4)C4C=CC=CC=4)=CC=C4C=3C=CC=C4)=C3C(C=CC=C3)=CC=2)C2C=CC=CC=2)=CC=1>[CH3:25][O:24][C:20]1[CH:19]=[C:18]([C:13]2[CH:12]=[C:7]3[C:8]4[C:3]([CH2:4][CH2:5][N:6]3[C:16](=[O:17])[CH2:15][N:14]=2)=[C:2]([N:26]2[CH2:31][CH2:30][O:29][CH2:28][CH2:27]2)[CH:11]=[CH:10][CH:9]=4)[CH:23]=[CH:22][CH:21]=1 |f:2.3.4,6.7.8|. Procedure details: A solution of Pd(OAc)2 (4.0 mg, 0.017 mmol), and BINAP (10.5 mg, 0.017 mmol) in toluene (5 mL) was stirred at RT under N2 for 10 min, and then transferred to a mixture of 9-iodo-2-(3-methoxyphenyl)-7,8-dihydro-[1,4]diazepino[7,1-a]isoquinolin-5(4H)-one (Example 30) (150 mg, 0.34 mmol), morpholine (35 μL, 0.41 mmol) and Cs2CO3 (550 mg, 1.69 mmol) in toluene (5 mL). The reaction was stirred at RT under N2 for 5 min, and then heated to reflux for 24 h. The mixture was allowed to cool to RT, and the...